This data is from the Open Reaction Database (ORD), a public repository of structured organic reaction records. The task is: describe an organic reaction: reactants, conditions, products, and yield The reactants are CN(C1=NC=NC2=C(C=CC=C12)N)C (N4,N4-dimethylquinazoline-4,8-diamine), CCN(C(C)C)C(C)C (DIPEA), ClC1=CC=C(C(=C1C(=O)O)F)CNC(C(C)(C)C)=O (6-chloro-2-fluoro-3-(pivalamidomethyl)benzoic acid), C(C(=O)Cl)(=O)Cl (oxalyl chloride). Reagents/catalysts: CN(C)C=O (DMF). Run in C(Cl)Cl (CH2Cl2). Product: ClC1=CC=C(C(=C1C(=O)NC=1C=CC=C2C(=NC=NC12)N(C)C)F)CNC(C(C)(C)C)=O (6-Chloro-N-(4-(dimethylamino)quinazolin-8-yl)-2-fluoro-3-(pivalamidomethyl)benzamide). Isolated yield 19.0%. Reaction SMILES: [CH3:1][N:2]([CH3:14])[C:3]1[C:12]2[C:7](=[C:8]([NH2:13])[CH:9]=[CH:10][CH:11]=2)[N:6]=[CH:5][N:4]=1.[Cl:15][C:16]1[C:21]([C:22](O)=[O:23])=[C:20]([F:25])[C:19]([CH2:26][NH:27][C:28](=[O:33])[C:29]([CH3:32])([CH3:31])[CH3:30])=[CH:18][CH:17]=1.C(Cl)(=O)C(Cl)=O.CCN(C(C)C)C(C)C>CN(C=O)C.C(Cl)Cl>[Cl:15][C:16]1[C:21]([C:22]([NH:13][C:8]2[CH:9]=[CH:10][CH:11]=[C:12]3[C:7]=2[N:6]=[CH:5][N:4]=[C:3]3[N:2]([CH3:14])[CH3:1])=[O:23])=[C:20]([F:25])[C:19]([CH2:26][NH:27][C:28](=[O:33])[C:29]([CH3:31])([CH3:30])[CH3:32])=[CH:18][CH:17]=1. Procedure: The title compound was prepared following the procedure described in Example-1 using N4,N4-dimethylquinazoline-4,8-diamine (Intermediate-54, 100 mg, 0.53 mmol), 6-chloro-2-fluoro-3-(pivalamidomethyl)benzoic acid (Intermediate-2, 184 mg, 0.64 mmol), oxalyl chloride (203 mg, 1.6 mmol), DMF (1 drop) and DIPEA (344 mg, 2.67 mmol) in CH2Cl2 (2 mL) to afford 46 mg of the title product. 1H NMR (400 MHz, DMSO-d6): δ10.43 (s, 1H), 8.70-8.68 (d, J=7.6 Hz, 1H), 8.50 (s, 1H), 8.14-8.11 (t, J=5.6 Hz, 1H), 7.... Solvent: CO (methanol), CS(=O)C (dimethyl sulfoxide), CS(=O)C (dimethyl sulfoxide), CS(=O)C (dimethyl sulfoxide). Reaction SMILES: [H-].[Na+].[C@@H:3]1([N:11]2[CH:19]=[C:17]([CH3:18])[C:15](=[O:16])[NH:14][C:12]2=[O:13])[O:10][C@H:7]([CH2:8][OH:9])[C@@H:5]([OH:6])[CH2:4]1.Cl[CH2:21][C:22]1[C:35]2[C:36]3=[C:37]4[C:32](=[CH:33][CH:34]=2)[CH:31]=[CH:30][CH:29]=[C:28]4[CH:27]=[CH:26][C:25]3=[CH:24][CH:23]=1.C(Cl)Cl>CS(C)=O.CO>[C:22]1([CH2:21][O:9][CH2:8][C@H:7]2[O:10][C@@H:3]([N:11]3[CH:19]=[C:17]([CH3:18])[C:15](=[O:16])[NH:14][C:12]3=[O:13])[CH2:4][C@@H:5]2[OH:6])[C:35]2[C:36]3=[C:37]4[C:32](=[CH:33][CH:34]=2)[CH:31]=[CH:30][CH:29]=[C:28]4[CH:27]=[CH:26][C:25]3=[CH:24][CH:23]=1 |f:0.1|. Starting materials: C(Cl)Cl (methylene chloride), [C@@H]1(C[C@H](O)[C@@H](CO)O1)N1C(=O)NC(=O)C(C)=C1 (thymidine), ice water, [H-].[Na+] (sodium hydride), ClCC1=CC=C2C=CC3=CC=CC4=CC=C1C2=C34 (1-(chloromethyl)pyrene). Product: C1(=CC=C2C=CC3=CC=CC4=CC=C1C2=C34)COC[C@@H]3[C@H](C[C@@H](O3)N3C(=O)NC(=O)C(C)=C3)O (5'-O-[(Pyren-1-yl)methyl]thymidine). Reported procedure: A mixture of 875 mg of sodium hydride (as a 55% w/w dispersion in mineral oil) in 5 ml of dimethyl sulfoxide was stirred at room temperature for 30 minutes in an atmosphere of nitrogen, and then a solution of 2.42 g (10 mmol) of thymidine in 5 ml of dimethyl sulfoxide was added dropwise to the resulting mixture. The mixture was stirred at room temperature for 30 minutes, after which a suspension of 2.51 g (10 mmol) of 1-(chloromethyl)pyrene [Acta Chem. Scand., 10, 1362 (1936)] in 15 ml of dimeth... Reaction conditions: time 30 minute. Yield: 6.4%. Starting materials: C1CCOC1, FC(F)(F)c1cnc2[nH]ccc2c1, [H-], [Na+], Cc1ccc(S(=O)(=O)Cl)cc1. Yields the product Cc1ccc(S(=O)(=O)n2ccc3cc(C(F)(F)F)cnc32)cc1. RXN SMILES: [CH2:27]1[O:28][CH2:29][CH2:30][CH2:31]1.[F:14][C:15]([c:16]1[cH:17][c:18]2[c:19]([n:20][cH:21]1)[nH:22][cH:23][cH:24]2)([F:25])[F:26].[H-:1].[Na+:2].[S:3](=[O:4])(=[O:5])([c:6]1[cH:7][cH:8][c:9]([CH3:10])[cH:11][cH:12]1)[Cl:13]>>[S:3](=[O:4])(=[O:5])([c:6]1[cH:7][cH:8][c:9]([CH3:10])[cH:11][cH:12]1)[n:22]1[c:19]2[c:18]([cH:17][c:16]([C:15]([F:14])([F:25])[F:26])[cH:21][n:20]2)[cH:24][cH:23]1.